This data is from the Open Reaction Database (ORD), a public repository of structured organic reaction records. The task is: describe an organic reaction: reactants, conditions, products, and yield Starting materials: CCOCC, O=C1COc2cc(NC(=O)C(=O)O)ccc2N1, Cc1ccc(OC2CCNCC2)cc1. Product: Cc1ccc(OC2CCN(C(=O)C(=O)Nc3ccc4c(c3)OCC(=O)N4)CC2)cc1. Reaction SMILES: [CH2:32]([O:33][CH2:34][CH3:35])[CH3:36].[O:1]=[C:2]1[CH2:3][O:4][c:5]2[c:6]([cH:8][cH:9][c:10]([NH:12][C:13]([C:14](=[O:15])[OH:16])=[O:17])[cH:11]2)[NH:7]1.[c:18]1([CH3:31])[cH:19][cH:20][c:21]([O:24][CH:25]2[CH2:26][CH2:27][NH:28][CH2:29][CH2:30]2)[cH:22][cH:23]1>>[O:1]=[C:2]1[CH2:3][O:4][c:5]2[c:6]([cH:8][cH:9][c:10]([NH:12][C:13]([C:14](=[O:16])[N:28]3[CH2:27][CH2:26][CH:25]([O:24][c:21]4[cH:20][cH:19][c:18]([CH3:31])[cH:23][cH:22]4)[CH2:30][CH2:29]3)=[O:17])[cH:11]2)[NH:7]1. Reactants: CCOc1cc(C(C)(C)C)ncc1C1=NC(C)(c2ccc(Cl)cc2)C(C)(c2ccc(Cl)cc2)N1C(=O)N1CCC(CC(=O)O)CC1, CCC(N)CC. Product: CCOc1cc(C(C)(C)C)ncc1C1=NC(C)(c2ccc(Cl)cc2)C(C)(c2ccc(Cl)cc2)N1C(=O)N1CCC(CC(=O)NC(CC)CC)CC1. RXN SMILES: [C:1]([CH3:2])([CH3:3])([CH3:4])[c:5]1[cH:6][c:7]([O:44][CH2:45][CH3:46])[c:8]([C:11]2=[N:15][C:14]([CH3:16])([c:17]3[cH:18][cH:19][c:20]([Cl:23])[cH:21][cH:22]3)[C:13]([CH3:24])([c:25]3[cH:26][cH:27][c:28]([Cl:31])[cH:29][cH:30]3)[N:12]2[C:32](=[O:33])[N:34]2[CH2:35][CH2:36][CH:37]([CH2:40][C:41](=[O:42])[OH:43])[CH2:38][CH2:39]2)[cH:9][n:10]1.[NH2:47][CH:48]([CH2:49][CH3:50])[CH2:51][CH3:52]>>[C:1]([CH3:2])([CH3:3])([CH3:4])[c:5]1[cH:6][c:7]([O:44][CH2:45][CH3:46])[c:8]([C:11]2=[N:15][C:14]([CH3:16])([c:17]3[cH:18][cH:19][c:20]([Cl:23])[cH:21][cH:22]3)[C:13]([CH3:24])([c:25]3[cH:26][cH:27][c:28]([Cl:31])[cH:29][cH:30]3)[N:12]2[C:32](=[O:33])[N:34]2[CH2:35][CH2:36][CH:37]([CH2:40][C:41](=[O:43])[NH:47][CH:48]([CH2:49][CH3:50])[CH2:51][CH3:52])[CH2:38][CH2:39]2)[cH:9][n:10]1. Reported procedure: Under the conditions of example 1 D, 500 mg of 3-{3-hydroxy-6-[2-(4-methoxycarbonylphenyl)-ethinyl]-2-pyridyl}-propionic acid methyl ester is reacted with 358 mg of 1-decyl bromide and worked up. 531 mg of 3-{6-[2-(4-methoxycarbonylphenyl)-ethinyl]-3-decyloxy-2-pyridyl}-propionic acid methyl ester of melting point 88°-90° C. is obtained. The product is COC(CCC1=NC(=CC=C1OCCCCCCCCCC)C#CC1=CC=C(C=C1)C(=O)OC)=O (3-{6-[2-(4-methoxycarbonylphenyl)-ethinyl]-3-decyloxy-2-pyridyl}-propionic acid methyl ester). Reaction SMILES: [CH3:1][O:2][C:3](=[O:25])[CH2:4][CH2:5][C:6]1[C:11]([OH:12])=[CH:10][CH:9]=[C:8]([C:13]#[C:14][C:15]2[CH:20]=[CH:19][C:18]([C:21]([O:23][CH3:24])=[O:22])=[CH:17][CH:16]=2)[N:7]=1.[CH2:26](Br)[CH2:27][CH2:28][CH2:29][CH2:30][CH2:31][CH2:32][CH2:33][CH2:34][CH3:35]>>[CH3:1][O:2][C:3](=[O:25])[CH2:4][CH2:5][C:6]1[C:11]([O:12][CH2:26][CH2:27][CH2:28][CH2:29][CH2:30][CH2:31][CH2:32][CH2:33][CH2:34][CH3:35])=[CH:10][CH:9]=[C:8]([C:13]#[C:14][C:15]2[CH:16]=[CH:17][C:18]([C:21]([O:23][CH3:24])=[O:22])=[CH:19][CH:20]=2)[N:7]=1. The reactants are COC(CCC1=NC(=CC=C1O)C#CC1=CC=C(C=C1)C(=O)OC)=O (3-{3-hydroxy-6-[2-(4-methoxycarbonylphenyl)-ethinyl]-2-pyridyl}-propionic acid methyl ester), C(CCCCCCCCC)Br (1-decyl bromide). The yield is 75.1%. The reactants are BrC(Br)(Br)Br, ClCCl, c1ccc(P(c2ccccc2)c2ccccc2)cc1, OCCCOc1ccc(-c2ccccc2)cc1. Yields the product BrCCCOc1ccc(-c2ccccc2)cc1. As a reaction SMILES: [C:37]([Br:38])([Br:39])([Br:40])[Br:41].[Cl:42][CH2:43][Cl:44].[c:1]1([P:2]([c:3]2[cH:4][cH:5][cH:6][cH:7][cH:8]2)[c:9]2[cH:10][cH:11][cH:12][cH:13][cH:14]2)[cH:15][cH:16][cH:17][cH:18][cH:19]1.[c:20]1(-[c:31]2[cH:32][cH:33][cH:34][cH:35][cH:36]2)[cH:21][cH:22][c:23]([O:26][CH2:27][CH2:28][CH2:29][OH:30])[cH:24][cH:25]1>>[c:20]1(-[c:31]2[cH:32][cH:33][cH:34][cH:35][cH:36]2)[cH:21][cH:22][c:23]([O:26][CH2:27][CH2:28][CH2:29][Br:38])[cH:24][cH:25]1. Reactants: C1(C=2C(C(N1C1[C@@H]3N(C(=C(CS3)C)C(=O)OCC3=CC=C(C=C3)OC)C1=O)=O)=CC=CC2)=O (p-methoxybenzyl 7-phthalimido-3-methyl-3-cephem-4 -carboxylate), C(C=1C(C(=O)N)=CC=CC1)(=O)O (phthalamic acid), OS(=O)(=O)O (H2SO4), C1CCOC1 (THF), Na2S.9H2O. Solvent: O (water), C(C)(=O)OCC (ethyl acetate), O (water), CC#N (MeCN), C(Cl)(Cl)Cl (CHCl3). Run at time 15 minute. The product is C(=O)(O)C1=C(C(=O)NC2[C@@H]3N(C(=C(CS3)C)C(=O)OCC3=CC=C(C=C3)OC)C2=O)C=CC=C1 (p-Methoxybenzyl 7-(2-carboxybenzamido)-3-methyl-3-cephem-4-carboxylate). As a reaction SMILES: [C:1]1(=[O:33])[N:5]([CH:6]2[C:26](=[O:27])[N:8]3[C:9]([C:14]([O:16][CH2:17][C:18]4[CH:23]=[CH:22][C:21]([O:24][CH3:25])=[CH:20][CH:19]=4)=[O:15])=[C:10]([CH3:13])[CH2:11][S:12][C@H:7]23)[C:4](=[O:28])[C:3]2=[CH:29][CH:30]=[CH:31][CH:32]=[C:2]12.C1C[O:37]CC1.OS(O)(=O)=O.C(O)(=O)C1C(=CC=CC=1)C(N)=O>C(Cl)(Cl)Cl.CC#N.C(OCC)(=O)C.O>[C:4]([C:3]1[CH:29]=[CH:30][CH:31]=[CH:32][C:2]=1[C:1]([NH:5][CH:6]1[C:26](=[O:27])[N:8]2[C:9]([C:14]([O:16][CH2:17][C:18]3[CH:19]=[CH:20][C:21]([O:24][CH3:25])=[CH:22][CH:23]=3)=[O:15])=[C:10]([CH3:13])[CH2:11][S:12][C@H:7]12)=[O:33])([OH:28])=[O:37]. Reported procedure: A solution of 930 mg. (2 mmol.) of p-methoxybenzyl 7-phthalimido-3-methyl-3-cephem-4 -carboxylate in 25 ml. of THF and 8 ml. of water was cooled in an ice water bath, and 660 mg. of Na2S.9H2O were then added. The mixture was stirred for 15 min., and 10 ml. of water and 40 ml. of ethyl acetate were added. The layers were separated, and 140 mg. of a neutral material were obtained from the ethyl acetate layer. The aqueous layer was acidified to pH 4.3 with 1N H2SO4 and extracted twice with ethyl ac... Reactants: C, COC(=O)Cc1cn(C)nc1OCc1ccccc1, CCO, C1CCOC1, [Pd]. Product: COC(=O)Cc1cn(C)nc1O. As a reaction SMILES: [C:25].[CH2:1]([c:2]1[cH:3][cH:4][cH:5][cH:6][cH:7]1)[O:8][c:9]1[n:10][n:11]([CH3:19])[cH:12][c:13]1[CH2:14][C:15](=[O:16])[O:17][CH3:18].[CH3:27][CH2:28][OH:29].[O:20]1[CH2:21][CH2:22][CH2:23][CH2:24]1.[Pd:26]>>[OH:8][c:9]1[n:10][n:11]([CH3:19])[cH:12][c:13]1[CH2:14][C:15](=[O:16])[O:17][CH3:18]. The reactants are [OH-].[Na+] (NaOH), C(#N)C1=C(C(=O)C(=C(C1=O)Cl)Cl)C#N (DDQ), ClC1=NC=CC(=N1)Cl (2,4-dichloropyrimidine), BrC=1SC=C(N1)Br (2,4-dibromothiazole), C(CCC)[Li] (n-butyllithium), O (water). Run in C(C)OCC (diethylether), C(C)OCC (diethylether), C1CCOC1 (THF). Reaction conditions: time 16 hour. Product: BrC=1N=C(SC1)C1=NC(=NC=C1)Cl (4-(4-Bromo-thiazol-2-yl)-2-chloro-pyrimidine). Yield: 76.8%. RXN SMILES: Br[C:2]1[S:3][CH:4]=[C:5]([Br:7])[N:6]=1.C([Li])CCC.[Cl:13][C:14]1[N:19]=[C:18](Cl)[CH:17]=[CH:16][N:15]=1.O.C(C1C(=O)C(Cl)=C(Cl)C(=O)C=1C#N)#N.[OH-].[Na+]>C(OCC)C.C1COCC1>[Br:7][C:5]1[N:6]=[C:2]([C:16]2[CH:17]=[CH:18][N:19]=[C:14]([Cl:13])[N:15]=2)[S:3][CH:4]=1 |f:5.6|. Reported procedure: To a cooled (−78° C.) solution of 2,4-dibromothiazole (24)(0.73 g, 3.0 mmol) in anhydrous diethylether (7 ml) was added n-butyllithium (2.5M in hexane, 1.5 ml, 3.28 mmol) in a dropwise fashion via syringe. The yellow solution was stirred at −78° C. for 15 minutes before the addition of a suspension of 2-chloropyrimidine (20)(2.73 mmol, 0.313 g) in anhydrous diethylether (8 ml). The mixture was allowed to warm to room temperature and maintained like this, with stirring for 16 hours. The mixture w... Reactants: COc1cc2ncnc(Oc3ccc(N)c([N+](=O)[O-])c3)c2cc1OC, CC(=O)O, CCO. Product: COc1cc2ncnc(Oc3ccc(N)c(N)c3)c2cc1OC. RXN SMILES: [CH3:1][O:2][c:3]1[cH:4][c:5]2[c:6]([O:15][c:16]3[cH:17][c:18]([N+:23]([O-:24])=[O:25])[c:19]([NH2:22])[cH:20][cH:21]3)[n:7][cH:8][n:9][c:10]2[cH:11][c:12]1[O:13][CH3:14].[CH3:26][C:27](=[O:28])[OH:29].[CH3:30][CH2:31][OH:32]>>[CH3:1][O:2][c:3]1[cH:4][c:5]2[c:6]([O:15][c:16]3[cH:17][c:18]([NH2:23])[c:19]([NH2:22])[cH:20][cH:21]3)[n:7][cH:8][n:9][c:10]2[cH:11][c:12]1[O:13][CH3:14].